From a dataset of the Open Reaction Database (ORD), a public repository of structured organic reaction records. describe an organic reaction: reactants, conditions, products, and yield Reaction SMILES: [CH2:10]1[O:11][CH2:12][CH2:13][CH2:14]1.[CH3:1][CH:2]([C:3](=[O:4])[OH:5])[CH2:6][C:7](=[O:8])[OH:9]>>[CH2:1]=[C:2]([C:3](=[O:4])[OH:5])[CH2:6][C:7](=[O:8])[OH:9]. Yields the product C=C(CC(=O)O)C(=O)O. The reactants are C1CCOC1, CC(CC(=O)O)C(=O)O. The reactants are N1=CC(=CC=C1)C(CCC(=O)C=1C=NC=CC1)=O (1,4-di-Pyridin-3-yl-butane-1,4-dione), C[Si](CCOC(=O)NN)(C)C (hydrazinecarboxylic acid 2-trimethylsilanyl-ethyl ester), C1(=CC=C(C=C1)S(=O)(=O)O)C (p-toluenesulfonic acid), O (water). Run in C1(=CC=CC=C1)C (toluene). Product: C[Si](CCOC(NN1C(=CC=C1C=1C=NC=CC1)C=1C=NC=CC1)=O)(C)C ((2,5-di-pyridin-3-yl-pyrrol-1-yl)-carbamic acid 2-trimethylsilanyl-ethyl ester). RXN SMILES: [N:1]1[CH:6]=[CH:5][CH:4]=[C:3]([C:7](=O)[CH2:8][CH2:9][C:10]([C:12]2[CH:13]=[N:14][CH:15]=[CH:16][CH:17]=2)=O)[CH:2]=1.[CH3:19][Si:20]([CH3:29])([CH3:28])[CH2:21][CH2:22][O:23][C:24]([NH:26][NH2:27])=[O:25].C1(C)C=CC(S(O)(=O)=O)=CC=1.O>C1(C)C=CC=CC=1>[CH3:19][Si:20]([CH3:29])([CH3:28])[CH2:21][CH2:22][O:23][C:24](=[O:25])[NH:26][N:27]1[C:7]([C:3]2[CH:2]=[N:1][CH:6]=[CH:5][CH:4]=2)=[CH:8][CH:9]=[C:10]1[C:12]1[CH:13]=[N:14][CH:15]=[CH:16][CH:17]=1. Procedure: A solution of 1,4-di-Pyridin-3-yl-butane-1,4-dione (1 g, 4.2 mmol) in toluene (40 mL) is treated with hydrazinecarboxylic acid 2-trimethylsilanyl-ethyl ester (888 mg, 5.0 mmol) and p-toluenesulfonic acid (30 mg). The reaction vessel is fitted with a Dean Stark trap, and the resulting solution is heated to reflux, with azeotropic removal of water until no starting materials are detected by TLC. The solution is cooled to rt, and washed with water. The organic layer is dried over Na2SO4, filtered a... Reactants: CC1=NNC2=CC(=CC=C12)[N+](=O)[O-] (3-Methyl-6-nitroindazole), BrC1=C(C(=O)O)C(=CC=C1)OC (2-bromo-6-methoxybenzoic acid), C([O-])([O-])=O.[K+].[K+] (potassium carbonate), O (water). The reagents and catalysts are [Cu]=O (copper (II) oxide). The solvent is [N+](=O)([O-])C1=CC=CC=C1 (nitrobenzene). Product: C(=O)(O)C1=C(C=CC=C1OC)N1N=C(C2=CC=C(C=C12)[N+](=O)[O-])C (1-(2-carboxy-3-methoxyphenyl)-3-methyl-6-nitroindazole). The yield is 75.9%. RXN SMILES: [CH3:1][C:2]1[C:10]2[C:5](=[CH:6][C:7]([N+:11]([O-:13])=[O:12])=[CH:8][CH:9]=2)[NH:4][N:3]=1.Br[C:15]1[CH:23]=[CH:22][CH:21]=[C:20]([O:24][CH3:25])[C:16]=1[C:17]([OH:19])=[O:18].C(=O)([O-])[O-].[K+].[K+].O>[N+](C1C=CC=CC=1)([O-])=O.[Cu]=O>[C:17]([C:16]1[C:20]([O:24][CH3:25])=[CH:21][CH:22]=[CH:23][C:15]=1[N:4]1[C:5]2[C:10](=[CH:9][CH:8]=[C:7]([N+:11]([O-:13])=[O:12])[CH:6]=2)[C:2]([CH3:1])=[N:3]1)([OH:19])=[O:18] |f:2.3.4|. Procedure: 3-Methyl-6-nitroindazole (5.31 g), 6.93 g of 2-bromo-6-methoxybenzoic acid, 4.71 g of potassium carbonate and 0.218 g of copper (II) oxide were stirred in 60 ml of nitrobenzene at 180° C. for 50 minutes. After cooling, 300 ml of water was added to the reaction mixture, and the insoluble substance was removed by filtration. The resulting solution was washed with chloroform. The aqueous layer was decolored with active charcoal and filtered, and 40 ml of 1 N hydrochloric acid aqueous solution was a...